The task is: describe an organic reaction: reactants, conditions, products, and yield. This data is from the Open Reaction Database (ORD), a public repository of structured organic reaction records. Starting materials: N1(C(=N[C@](C(S1(=O)=O)=C)(C)c1scc(n1)NC(c1ccc(cn1)OC(F)F)=O)NC(OC(C)(C)C)=O)C. Reagents/catalysts: c1ccc(cc1)-c2c3ccccc3cc4ccccc24 (9-Phenylanthracene), Cl (HCl), 5% Rh/C. Run in CC(=O)O (AcOH), O (H2O). Reaction conditions: temperature 50 celsius, time 18 hour. Yields the product C[C@H]1[C@](C)(N=C(NC(=O)OC(C)(C)C)N(C)S1(=O)=O)c2nc(NC(=O)c3ccc(OC(F)F)cn3)cs2. RXN SMILES: [CH3:1][N:2]1[S:9](=[O:11])(=[O:10])[C:7](=[CH2:8])[C@:5]([c:12]2[s:29][cH:28][c:14]([NH:15][C:16]([c:18]3[n:27][cH:26][c:21]([O:22][CH:23]([F:25])[F:24])[cH:20][cH:19]3)=[O:17])[n:13]2)([CH3:6])[N:4]=[C:3]1[NH:30][C:31]([O:33][C:34]([CH3:37])([CH3:36])[CH3:35])=[O:32]>>[CH3:8][C@@H:7]1[S:9](=[O:11])(=[O:10])[N:2]([CH3:1])[C:3]([NH:30][C:31]([O:33][C:34]([CH3:37])([CH3:36])[CH3:35])=[O:32])=[N:4][C@@:5]1([c:12]2[s:29][cH:28][c:14]([NH:15][C:16]([c:18]3[n:27][cH:26][c:21]([O:22][CH:23]([F:25])[F:24])[cH:20][cH:19]3)=[O:17])[n:13]2)[CH3:6]. Starting materials: C=C(OCC)C1=C(c2ccc(F)cc2)c2ccc(Cl)cc2OC1(C)C, Cl, C1COCCO1. The product is CC(=O)C1=C(c2ccc(F)cc2)c2ccc(Cl)cc2OC1(C)C. As a reaction SMILES: [Cl:1][c:2]1[cH:3][cH:4][c:5]2[c:10]([cH:11]1)[O:9][C:8]([CH3:12])([CH3:13])[C:7]([C:14](=[CH2:15])[O:16][CH2:17][CH3:18])=[C:6]2[c:19]1[cH:20][cH:21][c:22]([F:25])[cH:23][cH:24]1.[ClH:32].[O:26]1[CH2:27][CH2:28][O:29][CH2:30][CH2:31]1>>[Cl:1][c:2]1[cH:3][cH:4][c:5]2[c:10]([cH:11]1)[O:9][C:8]([CH3:12])([CH3:13])[C:7]([C:14]([CH3:15])=[O:16])=[C:6]2[c:19]1[cH:20][cH:21][c:22]([F:25])[cH:23][cH:24]1. Reactants: COC(=O)Cn1c(C)cc2cc(F)ccc21, O=Cc1ccccc1S(=O)(=O)c1ccc(Cl)cc1Cl. The product is COC(=O)Cn1c(C)c(Cc2ccccc2S(=O)(=O)c2ccc(Cl)cc2Cl)c2cc(F)ccc21. As a reaction SMILES: [CH3:20][O:21][C:22]([CH2:23][n:24]1[c:25]([CH3:34])[cH:26][c:27]2[cH:28][c:29]([F:33])[cH:30][cH:31][c:32]12)=[O:35].[Cl:1][c:2]1[c:3]([S:9](=[O:10])(=[O:11])[c:12]2[c:13]([CH:14]=[O:15])[cH:16][cH:17][cH:18][cH:19]2)[cH:4][cH:5][c:6]([Cl:8])[cH:7]1>>[Cl:1][c:2]1[c:3]([S:9](=[O:10])(=[O:11])[c:12]2[c:13]([CH2:14][c:26]3[c:25]([CH3:34])[n:24]([CH2:23][C:22]([O:21][CH3:20])=[O:35])[c:32]4[c:27]3[cH:28][c:29]([F:33])[cH:30][cH:31]4)[cH:16][cH:17][cH:18][cH:19]2)[cH:4][cH:5][c:6]([Cl:8])[cH:7]1. The reactants are OC(C(C)C)(C=1N=CN(C1)C(C1=CC=CC=C1)(C1=CC=CC=C1)C1=CC=CC=C1)C1=CC=C(C=C1)C1=CC(=CC=C1OC)C(=O)NC (4′-[1-hydroxy-2-methyl-1-(1-trityl-1H-imidazol-4-yl)propyl]-6-methoxy-N-methyl[1,1′-biphenyl]-3-carboxamide), Cl.N1=CC=CC=C1 (pyridine hydrochloride). Yields the product OC(C(C)C)(C=1N=CNC1)C1=CC=C(C=C1)C1=CC(=CC=C1OC)C(=O)NC (4′-[1-hydroxy-1-(1H-imidazol-4-yl)-2-methylpropyl]-6-methoxy-N-methyl[1,1′-biphenyl]-3-carboxamide). Yield: 67.4%. As a reaction SMILES: [OH:1][C:2]([C:30]1[CH:35]=[CH:34][C:33]([C:36]2[C:41]([O:42][CH3:43])=[CH:40][CH:39]=[C:38]([C:44]([NH:46][CH3:47])=[O:45])[CH:37]=2)=[CH:32][CH:31]=1)([C:6]1[N:7]=[CH:8][N:9](C(C2C=CC=CC=2)(C2C=CC=CC=2)C2C=CC=CC=2)[CH:10]=1)[CH:3]([CH3:5])[CH3:4].Cl.N1C=CC=CC=1>>[OH:1][C:2]([C:30]1[CH:31]=[CH:32][C:33]([C:36]2[C:41]([O:42][CH3:43])=[CH:40][CH:39]=[C:38]([C:44]([NH:46][CH3:47])=[O:45])[CH:37]=2)=[CH:34][CH:35]=1)([C:6]1[N:7]=[CH:8][NH:9][CH:10]=1)[CH:3]([CH3:5])[CH3:4] |f:1.2|. Procedure details: By the reaction in the same manner as in Example 4-(iii) using 4′-[1-hydroxy-2-methyl-1-(1-trityl-1H-imidazol-4-yl)propyl]-6-methoxy-N-methyl[1,1′-biphenyl]-3-carboxamide (1.40 g) and pyridine hydrochloride (468 mg), the colorless amorphous title compound (576 mg) was obtained. The reactants are CN1CCN(Cc2cc(Br)co2)CC1, [Li]C(C)(C)C, CCCC[Sn](Cl)(CCCC)CCCC, C1CCOC1. The product is CCCC[Sn](CCCC)(CCCC)c1coc(CN2CCN(C)CC2)c1. As a reaction SMILES: [Br:1][c:2]1[cH:3][c:4]([CH2:7][N:8]2[CH2:9][CH2:10][N:11]([CH3:14])[CH2:12][CH2:13]2)[o:5][cH:6]1.[C:15]([Li:16])([CH3:17])([CH3:18])[CH3:19].[CH2:20]([CH2:21][CH2:22][CH3:23])[Sn:24]([Cl:25])([CH2:26][CH2:27][CH2:28][CH3:29])[CH2:30][CH2:31][CH2:32][CH3:33].[CH2:34]1[O:35][CH2:36][CH2:37][CH2:38]1>>[c:2]1([Sn:24]([CH2:20][CH2:21][CH2:22][CH3:23])([CH2:26][CH2:27][CH2:28][CH3:29])[CH2:30][CH2:31][CH2:32][CH3:33])[cH:3][c:4]([CH2:7][N:8]2[CH2:9][CH2:10][N:11]([CH3:14])[CH2:12][CH2:13]2)[o:5][cH:6]1. RXN SMILES: O.[NH2:2][NH2:3].[Cl:4][C:5]1[CH:6]=[CH:7][C:8]2[NH:15][C:14](=S)[CH2:13][CH2:12][S:11](=[O:18])(=[O:17])[CH:10]([C:19]3[CH:24]=[CH:23][CH:22]=[CH:21][C:20]=3[F:25])[C:9]=2[CH:26]=1>O1CCCC1>[Cl:4][C:5]1[CH:6]=[CH:7][C:8]2[N:15]=[C:14]([NH:2][NH2:3])[CH2:13][CH2:12][S:11](=[O:18])(=[O:17])[CH:10]([C:19]3[CH:24]=[CH:23][CH:22]=[CH:21][C:20]=3[F:25])[C:9]=2[CH:26]=1 |f:0.1|. Run at time 1.25 hour. Procedure: A solution of 0.9 ml of hydrazine hydrate in 134 ml of tetrahydrofuran is treated with 6.2 g of 8-chloro-6-(2-fluorophenyl)-1,3,4,6-tetrahydro-2-thiono-2H-5,1-benzothiazocine 5,5-dioxide. The solution is stirred at room temperature under a stream of argon for 1.25 hours and then evaporated in vacuo. The residue is crystallized from diisopropyl ether, there being obtained 8-chloro-6-(2-fluorophenyl)-2-hydrazino-3,6-dihydro-4H-5,1-benzothiazocine 5,5-dioxide of melting point 159°. Starting materials: O.NN (hydrazine hydrate), ClC=1C=CC2=C(C(S(CCC(N2)=S)(=O)=O)C2=C(C=CC=C2)F)C1 (8-chloro-6-(2-fluorophenyl)-1,3,4,6-tetrahydro-2-thiono-2H-5,1-benzothiazocine 5,5-dioxide). Product: ClC=1C=CC2=C(C(S(CCC(=N2)NN)(=O)=O)C2=C(C=CC=C2)F)C1 (8-chloro-6-(2-fluorophenyl)-2-hydrazino-3,6-dihydro-4H-5,1-benzothiazocine 5,5-dioxide). The solvent is O1CCCC1 (tetrahydrofuran). Starting materials: CCCc1c(-c2nc(-c3ccc(C(O)CBr)cc3)no2)noc1-c1ccccc1, CCCC[N+](CCCC)(CCCC)CCCC, CS(C)=O, CO, O=C(O)CC1CCCNC1, [OH-]. Product: CCCc1c(-c2nc(-c3ccc(C(O)CN4CCCC(CC(=O)O)C4)cc3)no2)noc1-c1ccccc1. Reaction SMILES: [Br:29][CH2:30][CH:31]([OH:32])[c:33]1[cH:34][cH:35][c:36](-[c:39]2[n:40][o:41][c:42](-[c:44]3[n:45][o:46][c:47](-[c:52]4[cH:53][cH:54][cH:55][cH:56][cH:57]4)[c:48]3[CH2:49][CH2:50][CH3:51])[n:43]2)[cH:37][cH:38]1.[CH2:12]([N+:13]([CH2:14][CH2:15][CH2:16][CH3:17])([CH2:18][CH2:19][CH2:20][CH3:21])[CH2:22][CH2:23][CH2:24][CH3:25])[CH2:26][CH2:27][CH3:28].[CH3:58][S:59]([CH3:60])=[O:61].[CH3:62][OH:63].[NH:1]1[CH2:2][CH:3]([CH2:7][C:8](=[O:9])[OH:10])[CH2:4][CH2:5][CH2:6]1.[OH-:11]>>[N:1]1([CH2:30][CH:31]([OH:32])[c:33]2[cH:34][cH:35][c:36](-[c:39]3[n:40][o:41][c:42](-[c:44]4[n:45][o:46][c:47](-[c:52]5[cH:53][cH:54][cH:55][cH:56][cH:57]5)[c:48]4[CH2:49][CH2:50][CH3:51])[n:43]3)[cH:37][cH:38]2)[CH2:2][CH:3]([CH2:7][C:8](=[O:9])[OH:10])[CH2:4][CH2:5][CH2:6]1.